Task: describe an organic reaction: reactants, conditions, products, and yield. Dataset: the Open Reaction Database (ORD), a public repository of structured organic reaction records Starting materials: BrCCC1CCCC1, CCCC[N+](CCCC)(CCCC)CCCC, [Cl-], NNc1ccc(Cl)cc1, Cl, [Na+], [OH-], O. The product is NN(CCC1CCCC1)c1ccc(Cl)cc1. RXN SMILES: [Br:11][CH2:12][CH2:13][CH:14]1[CH2:15][CH2:16][CH2:17][CH2:18]1.[CH2:20]([N+:21]([CH2:22][CH2:23][CH2:24][CH3:25])([CH2:26][CH2:27][CH2:28][CH3:29])[CH2:30][CH2:31][CH2:32][CH3:33])[CH2:34][CH2:35][CH3:36].[Cl-:19].[Cl:2][c:3]1[cH:4][cH:5][c:6]([NH:9][NH2:10])[cH:7][cH:8]1.[ClH:1].[Na+:38].[OH-:37].[OH2:39]>>[Cl:2][c:3]1[cH:4][cH:5][c:6]([N:9]([NH2:10])[CH2:12][CH2:13][CH:14]2[CH2:15][CH2:16][CH2:17][CH2:18]2)[cH:7][cH:8]1. The reactants are COc1ccc(Nc2ccc3cccc(O[Si](C)(C)C(C)(C)C)c3n2)c([N+](=O)[O-])c1, C1CCOC1, CCO, N#N, NN. Yields the product COc1ccc(Nc2ccc3cccc(O[Si](C)(C)C(C)(C)C)c3n2)c(N)c1. As a reaction SMILES: [C:1]([CH3:2])([CH3:3])([CH3:4])[Si:5]([O:6][c:7]1[cH:8][cH:9][cH:10][c:11]2[cH:12][cH:13][c:14]([NH:17][c:18]3[c:19]([N+:26]([O-:27])=[O:28])[cH:20][c:21]([O:24][CH3:25])[cH:22][cH:23]3)[n:15][c:16]12)([CH3:29])[CH3:30].[CH2:36]1[O:37][CH2:38][CH2:39][CH2:40]1.[CH3:33][CH2:34][OH:35].[N:41]#[N:42].[NH2:31][NH2:32]>>[C:1]([CH3:2])([CH3:3])([CH3:4])[Si:5]([O:6][c:7]1[cH:8][cH:9][cH:10][c:11]2[cH:12][cH:13][c:14]([NH:17][c:18]3[c:19]([NH2:26])[cH:20][c:21]([O:24][CH3:25])[cH:22][cH:23]3)[n:15][c:16]12)([CH3:29])[CH3:30]. Reactants: CN(C)c1ccncc1, Cc1ccc(S(=O)(=O)Cl)cc1, OCC1CCCC1, ClCCl, Cl, c1ccncc1. Yields the product Cc1ccc(S(=O)(=O)OCC2CCCC2)cc1. As a reaction SMILES: [CH3:19][N:20]([CH3:21])[c:22]1[cH:23][cH:24][n:25][cH:26][cH:27]1.[CH3:8][c:9]1[cH:10][cH:11][c:12]([S:15](=[O:16])(=[O:17])[Cl:18])[cH:13][cH:14]1.[CH:1]1([CH2:6][OH:7])[CH2:2][CH2:3][CH2:4][CH2:5]1.[Cl:28][CH2:29][Cl:30].[ClH:37].[cH:31]1[cH:32][cH:33][n:34][cH:35][cH:36]1>>[CH:1]1([CH2:6][O:7][S:15]([c:12]2[cH:11][cH:10][c:9]([CH3:8])[cH:14][cH:13]2)(=[O:16])=[O:17])[CH2:2][CH2:3][CH2:4][CH2:5]1. Reactants: C, CCOc1ccccc1OCC1(OCC)CCN(Cc2ccccc2)C1, CCO, Cl, [Pd]. Yields the product Cl, CCOc1ccccc1OCC1(OCC)CCNC1. RXN SMILES: [C:28].[CH2:1]([c:2]1[cH:3][cH:4][cH:5][cH:6][cH:7]1)[N:8]1[CH2:9][C:10]([CH2:13][O:14][c:15]2[c:16]([O:21][CH2:22][CH3:23])[cH:17][cH:18][cH:19][cH:20]2)([O:24][CH2:25][CH3:26])[CH2:11][CH2:12]1.[CH3:30][CH2:31][OH:32].[ClH:27].[Pd:29]>>[ClH:27].[NH:8]1[CH2:9][C:10]([CH2:13][O:14][c:15]2[c:16]([O:21][CH2:22][CH3:23])[cH:17][cH:18][cH:19][cH:20]2)([O:24][CH2:25][CH3:26])[CH2:11][CH2:12]1. Reaction conditions: time 4 hour. The reactants are Intermediates 10, aminoheterocycle, C1(=CC=CC=C1)OC(=O)Cl (phenylchloroformate), N1=CC=CC=C1 (pyridine). As a reaction SMILES: [C:1]1([O:7][C:8](Cl)=[O:9])[CH:6]=[CH:5][CH:4]=[CH:3][CH:2]=1.[N:11]1C=CC=CC=1>CC#N.CCOC(C)=O>[C:8](=[O:9])([O:7][C:1]1[CH:6]=[CH:5][CH:4]=[CH:3][CH:2]=1)[NH2:11]. Yields the product C(N)(OC1=CC=CC=C1)=O (phenyl carbamate). The solvent is CC#N (CH3CN), CCOC(=O)C (EtOAc). Reported procedure: Intermediates 10 to 18 were prepared by treatment of the appropriate aminoheterocycle intermediate with 1 equivalent of phenylchloroformate in dry CH3CN and 1 equivalent of pyridine. The reagents were stirred at rt for 4 h, diluted with EtOAc, washed with NaHCO3, and dried over MgSO4. The material was purified by FCC to provide pure phenyl carbamate intermediates.